Dataset: the Open Reaction Database (ORD), a public repository of structured organic reaction records. Task: describe an organic reaction: reactants, conditions, products, and yield The reactants are O1CCOC12CCN(CC2)CC(C)(S)C (1-(8-aza-1,4-dioxaspiro[4.5]dec-8-yl)-2-methylpropane-2-thiol), Cl (HCl), C(=O)([O-])[O-].[Na+].[Na+] (Na2CO3). The solvent is C1CCOC1 (THF). Reaction conditions: temperature 70 celsius. Product: CC(CN1CCC(CC1)=O)(C)S (1-(2-Methyl-2-sulfanylpropyl)piperidin-4-one). The yield is 96.6%. Reaction SMILES: O1[C:5]2([CH2:10][CH2:9][N:8]([CH2:11][C:12]([CH3:15])([SH:14])[CH3:13])[CH2:7][CH2:6]2)[O:4]CC1.Cl.C([O-])([O-])=O.[Na+].[Na+]>C1COCC1>[CH3:15][C:12]([SH:14])([CH3:13])[CH2:11][N:8]1[CH2:9][CH2:10][C:5](=[O:4])[CH2:6][CH2:7]1 |f:2.3.4|. Procedure details: To a stirred solution of the 1-(8-aza-1,4-dioxaspiro[4.5]dec-8-yl)-2-methylpropane-2-thiol (Synthesis, 1999, 7, 1106) (1.15 g, 4.98 mmol) in THF (12 mL) was added 6 N HCl (12 mL). The mixture was heated at 70° C. overnight, then poured into saturated Na2CO3. The mixture was extracted with EtOAc. The combined organic extracts were dried over Na2SO4 and evaporated. The residue was dissolved in EtOAc and acidified by adding HCl/EtOAc until no more solid formed. The solvent was decanted and the soli... The reactants are C(CCC)NC(=S)NC1=C(C=CC=C1)N1CCOCC1 (1-(n-butyl)-3-(2-morpholinophenyl)thiourea), CI (methyliodide). The solvent is CC(=O)C (acetone). The product is I.CSC(NC1=C(C=CC=C1)N1CCOCC1)=NCCCC (2-methyl-3-(n-butyl)-1-(2-morpholinophenyl)-2-thiopseudourea hydroiodide). Reaction SMILES: [CH2:1]([NH:5][C:6]([NH:8][C:9]1[CH:14]=[CH:13][CH:12]=[CH:11][C:10]=1[N:15]1[CH2:20][CH2:19][O:18][CH2:17][CH2:16]1)=[S:7])[CH2:2][CH2:3][CH3:4].[CH3:21][I:22]>CC(C)=O>[IH:22].[CH3:21][S:7][C:6](=[N:5][CH2:1][CH2:2][CH2:3][CH3:4])[NH:8][C:9]1[CH:14]=[CH:13][CH:12]=[CH:11][C:10]=1[N:15]1[CH2:20][CH2:19][O:18][CH2:17][CH2:16]1 |f:3.4|. Procedure: A mixture of 1-(n-butyl)-3-(2-morpholinophenyl)thiourea (5.8 g) and methyliodide (3.1 g) in acetone (25 ml) was heated at reflux for 4 hours to yield 2-methyl-3-(n-butyl)-1-(2-morpholinophenyl)-2-thiopseudourea hydroiodide as a colourless solid m.p. 154°-156° C. The reactants are Cl.N1=C(C=CC=C1)CCl (2-picolyl chloride hydrochloride), C1COC(CC2=CC=C(C=C2)O)(C)O1 ((4-hydroxyphenyl)propan-2-one ethylene ketal), [O-]CC.[Na+] (sodium ethoxide). The solvent is C(C)O (ethanol), C(C)O (ethanol), C(C)O (ethanol). Run at time 20 minute. Yields the product N1=C(C=CC=C1)COC1=CC=C(C=C1)CC(C)=O ([4-(2-pyridylmethyloxy)phenyl]propan-2-one). As a reaction SMILES: C1[O:14][C:4]([CH3:13])([CH2:5][C:6]2[CH:11]=[CH:10][C:9]([OH:12])=[CH:8][CH:7]=2)OC1.[O-]CC.[Na+].Cl.[N:20]1[CH:25]=[CH:24][CH:23]=[CH:22][C:21]=1[CH2:26]Cl>C(O)C>[N:20]1[CH:25]=[CH:24][CH:23]=[CH:22][C:21]=1[CH2:26][O:12][C:9]1[CH:8]=[CH:7][C:6]([CH2:5][C:4](=[O:14])[CH3:13])=[CH:11][CH:10]=1 |f:1.2,3.4|. Procedure: A solution of (4-hydroxyphenyl)propan-2-one ethylene ketal (28 g) in ethanol (40 ml) was added to a stirred solution of sodium ethoxide in ethanol (7.1 g of sodium in 100 ml) and the resulting solution stirred at room temperature for 20 minutes. A suspension of 2-picolyl chloride hydrochloride (25 g) in ethanol (60 ml) was added and the resulting mixture was boiled under reflux for 5 hours, cooled and filtered. 2M Hydrochloric acid (100 ml) was added, the solution boiled for 5 h, cooled and neut... Reactants: C(C)N1N=CC=C1OC=1C(=NC=C(C1)SC1=NC=CC=C1)NC1=NC(=NS1)[C@@H]1OC2(OC1)CCCCC2 ((S)-N-(3-(1-ethyl-1H-pyrazol-5-yloxy)-5-(pyridin-2-ylthio)pyridin-2-yl)-3-(1,4-dioxaspiro[4.5]decane-2-yl)-1,2,4-thiadiazol-5-amine), O (H2O), Cl (HCl). Solvent: CCO (EtOH). Run at time 8 hour. Product: C(C)N1N=CC=C1OC=1C(=NC=C(C1)SC1=NC=CC=C1)NC1=NC(=NS1)[C@@H](CO)O ((S)-1-(5-(3-(1-ethyl-1H-pyrazol-5-yloxy)-5-(pyridin-2-ylthio)pyridin-2-ylamino)-1,2,4-thiadiazol-3-yl)ethane-1,2-diol). Reaction SMILES: [CH2:1]([N:3]1[C:7]([O:8][C:9]2[C:10]([NH:22][C:23]3[S:27][N:26]=[C:25]([C@H:28]4[CH2:32][O:31]C5(CCCCC5)[O:29]4)[N:24]=3)=[N:11][CH:12]=[C:13]([S:15][C:16]3[CH:21]=[CH:20][CH:19]=[CH:18][N:17]=3)[CH:14]=2)=[CH:6][CH:5]=[N:4]1)[CH3:2].O.Cl>CCO>[CH2:1]([N:3]1[C:7]([O:8][C:9]2[C:10]([NH:22][C:23]3[S:27][N:26]=[C:25]([C@H:28]([OH:29])[CH2:32][OH:31])[N:24]=3)=[N:11][CH:12]=[C:13]([S:15][C:16]3[CH:21]=[CH:20][CH:19]=[CH:18][N:17]=3)[CH:14]=2)=[CH:6][CH:5]=[N:4]1)[CH3:2]. Procedure details: To a mixture of (S)-N-(3-(1-ethyl-1H-pyrazol-5-yloxy)-5-(pyridin-2-ylthio)pyridin-2-yl)-3-(1,4-dioxaspiro[4.5]decane-2-yl)-1,2,4-thiadiazol-5-amine (1.24 g, 2.31 mmol) in EtOH (25 ml) and H2O (1.09 ml, 2.31 mmol) was added concentrated HCl (0.480 ml, 5.77 mmol) and the reaction was heated at reflux for 8 hours. The reaction was allowed to cool to ambient temperature and stirred overnight. The mixture was concentrated to a residue that was dissolved in EtOAc and saturated aqueous NaHCO3. The comb... Starting materials: O (water), CC=1C(=CC(=NC1)CSC=1NC2=CC=CC=C2C1)N1CCCCC1 (2-[(5-Methyl-4-piperidino-2-pyridyl)methylthio]indole), [OH-].[K+] (potassium hydroxide), CI (Methyl iodide). Run in CS(=O)C (dimethylsulfoxide). Reaction conditions: time 30 minute. The product is CN1C(=CC2=CC=CC=C12)SCC1=NC=C(C(=C1)N1CCCCC1)C (1-methyl-2-[(5-methyl-4-piperidino-2-pyridyl)methylthio]indole). The yield is 88.9%. Reaction SMILES: [CH3:1][C:2]1[C:3]([N:19]2[CH2:24][CH2:23][CH2:22][CH2:21][CH2:20]2)=[CH:4][C:5]([CH2:8][S:9][C:10]2[NH:11][C:12]3[C:17]([CH:18]=2)=[CH:16][CH:15]=[CH:14][CH:13]=3)=[N:6][CH:7]=1.[OH-].[K+].[CH3:27]I.O>CS(C)=O>[CH3:27][N:11]1[C:12]2[C:17](=[CH:16][CH:15]=[CH:14][CH:13]=2)[CH:18]=[C:10]1[S:9][CH2:8][C:5]1[CH:4]=[C:3]([N:19]2[CH2:24][CH2:23][CH2:22][CH2:21][CH2:20]2)[C:2]([CH3:1])=[CH:7][N:6]=1 |f:1.2|. Reported procedure: 2-[(5-Methyl-4-piperidino-2-pyridyl)methylthio]indole (80 mg, 0.24 mmol) was added to a suspension of potassium hydroxide (finely ground) (62 mg) in dimethylsulfoxide (0.5 ml), and the mixture was stirred for 30 minutes. Methyl iodide (34 mg, 0.24 mmol) was then added to the mixture and the stirring was continued at room temperature for further 30 minutes. Then, water (20 ml) was added to the reaction solution and the mixture was extracted with ethyl ether. The ether layer so separated was washe... The reactants are CCCN, O=C(O)c1cccc(CCc2ccccc2)c1. Product: CCCNC(=O)c1cccc(CCc2ccccc2)c1. As a reaction SMILES: [CH2:18]([CH2:19][CH3:20])[NH2:21].[CH2:1]([CH2:2][c:3]1[cH:4][cH:5][cH:6][cH:7][cH:8]1)[c:9]1[cH:10][c:11]([C:12](=[O:13])[OH:14])[cH:15][cH:16][cH:17]1>>[CH2:1]([CH2:2][c:3]1[cH:4][cH:5][cH:6][cH:7][cH:8]1)[c:9]1[cH:10][c:11]([C:12](=[O:14])[NH:21][CH2:18][CH2:19][CH3:20])[cH:15][cH:16][cH:17]1. Starting materials: C1(=CC=C(C=C1)S(=O)(=O)Cl)C (p-Toluenesulphonyl chloride), C(C)(C)(C)OC(NCCCN1C(=NC=2C=[N+](C=3C=CC=CC3C21)[O-])CCCC)=O (tert-Butyl[3-(2-butyl-5-oxido-1H-imidazo[4,5-c]quinolin-1-yl)propyl]carbamate), [OH-].[NH4+] (ammonium hydroxide). The solvent is C(Cl)Cl (DCM). Product: C(C)(C)(C)OC(NCCCN1C(=NC=2C(=NC=3C=CC=CC3C21)N)CCCC)=O (tert-Butyl[3-(4-amino-2-butyl-1H-imidazo[4,5-c]quinolin-1-yl)propyl]carbamate). Reaction SMILES: C1(C)C=CC(S(Cl)(=O)=O)=CC=1.[C:12]([O:16][C:17](=[O:40])[NH:18][CH2:19][CH2:20][CH2:21][N:22]1[C:34]2[C:33]3[CH:32]=[CH:31][CH:30]=[CH:29][C:28]=3[N+:27]([O-])=[CH:26][C:25]=2[N:24]=[C:23]1[CH2:36][CH2:37][CH2:38][CH3:39])([CH3:15])([CH3:14])[CH3:13].[OH-].[NH4+:42]>C(Cl)Cl>[C:12]([O:16][C:17](=[O:40])[NH:18][CH2:19][CH2:20][CH2:21][N:22]1[C:34]2[C:33]3[CH:32]=[CH:31][CH:30]=[CH:29][C:28]=3[N:27]=[C:26]([NH2:42])[C:25]=2[N:24]=[C:23]1[CH2:36][CH2:37][CH2:38][CH3:39])([CH3:15])([CH3:14])[CH3:13] |f:2.3|. Reported procedure: p-Toluenesulphonyl chloride (0.43 g) was added portionwise to a vigourously stirred mixture of the product from step (v) (0.9 g) in DCM (25 mL) and ammonium hydroxide solution (35%, 2.5 mL) at 0° C. The mixture was allowed to warm to rt over 2 h then partitioned between water/DCM, washed with saturated sodium bicarbonate solution, dried, filtered and the solvent evaporated. The solid product was triturated with diethylether to give the subtitle compound (0.6 g). Reactants: C(C1=CC=CC=C1)N=C=O (benzylisocyanate), CO (MeOH), O=S(Cl)Cl (SOCl2), COC(CCCCCN1CC(NC2=C(C1=O)C=C(C=C2)NC(C)=O)=O)=O (6-(7-acetylamino-2,5-dioxo-1,2,3,5-tetrahydro-benzo[e][1,4]diazepin-4-yl)-hexanoic acid methyl ester). Solvent: CO.Cl (MeOH HCl). Conditions: time 18 hour. Product: C(C1=CC=CC=C1)NC(NC1=CC2=C(NC(CN(C2=O)CCCCCC(=O)O)=O)C=C1)=O (6-[7-(3-benzyl-ureido) -2,5-dioxo-1,2,3,5-tetrahydro-benzo[e][1,4]diazepin-4-yl]-hexanoic acid). Yield: 19.5%. As a reaction SMILES: C[O:2][C:3](=[O:26])[CH2:4][CH2:5][CH2:6][CH2:7][CH2:8][N:9]1[C:15](=[O:16])[C:14]2[CH:17]=[C:18]([NH:21][C:22](=[O:24])C)[CH:19]=[CH:20][C:13]=2[NH:12][C:11](=[O:25])[CH2:10]1.CO.O=S(Cl)Cl.[CH2:33]([N:40]=C=O)[C:34]1[CH:39]=[CH:38][CH:37]=[CH:36][CH:35]=1>CO.Cl>[CH2:33]([NH:40][C:22](=[O:24])[NH:21][C:18]1[CH:19]=[CH:20][C:13]2[NH:12][C:11](=[O:25])[CH2:10][N:9]([CH2:8][CH2:7][CH2:6][CH2:5][CH2:4][C:3]([OH:2])=[O:26])[C:15](=[O:16])[C:14]=2[CH:17]=1)[C:34]1[CH:39]=[CH:38][CH:37]=[CH:36][CH:35]=1 |f:4.5|. Procedure details: 80 mg (0.22 mmol) 6-(7-acetylamino-2,5-dioxo-1,2,3,5-tetrahydro-benzo[e][1,4]diazepin-4-yl)-hexanoic acid methyl ester was dissolved in 1 ml MeOH/HCl (freshly prepared from 10 ml MeOH and 1 ml SOCl2). The solution was stirred for 18 h and concentrated in vacuo. The residue was taken up in 2 ml of THF/MeOH (1: 1) and 0.5 ml 1N aqueous NaOH was added. After stirring for 16 h at 22° C. the mixture was neutralised by addition of solid carbon dioxide, and the solvents were evaporated. The residue was... The reactants are [Li]CCCC, CCOC(=O)Cc1ccncc1, CCOC(C)=O, CC(C)NC1CCCCC1, Clc1ncc(CI)c(Cl)n1, C1CCOC1. Yields the product CCOC(=O)C(Cc1cnc(Cl)nc1Cl)c1ccncc1. Reaction SMILES: [CH2:11]([Li:12])[CH2:13][CH2:14][CH3:15].[CH2:16]([CH3:17])[O:18][C:19]([CH2:20][c:21]1[cH:22][cH:23][n:24][cH:25][cH:26]1)=[O:27].[CH3:43][CH2:44][O:45][C:46](=[O:47])[CH3:48].[CH:1]([NH:2][CH:3]1[CH2:4][CH2:5][CH2:6][CH2:7][CH2:8]1)([CH3:9])[CH3:10].[Cl:28][c:29]1[n:30][cH:31][c:32]([CH2:36][I:37])[c:33]([Cl:35])[n:34]1.[O:38]1[CH2:39][CH2:40][CH2:41][CH2:42]1>>[CH2:16]([CH3:17])[O:18][C:19]([CH:20]([c:21]1[cH:22][cH:23][n:24][cH:25][cH:26]1)[CH2:36][c:32]1[cH:31][n:30][c:29]([Cl:28])[n:34][c:33]1[Cl:35])=[O:27]. The reactants are C(CCC)[Li] (n-Butyl lithium), O (Water), CC1(OC2=C(O1)C=C1C(OC(O1)(C)C)=C2)C (2,2,6,6-Tetramethylbenzo[1,2-d:4,5-d']bis(1,3)dioxole), CN(C)C=O (DMF). The solvent is C1(=CC=CC=C1)C (toluene), CC(=O)O (AcOH), C1CCOC1 (THF). The product is C(=O)C1=C2C(OC(O2)(C)C)=CC2=C1OC(O2)(C)C (4-Formyl-2,2,6,6-tetramethylbenzo[1,2-d:4,5-d']bis(1,3)dioxole). Reaction SMILES: [CH3:1][C:2]1([CH3:16])[O:6][C:5]2[CH:7]=[C:8]3[O:12][C:11]([CH3:14])([CH3:13])[O:10][C:9]3=[CH:15][C:4]=2[O:3]1.C([Li])CCC.CN([CH:25]=[O:26])C.O>C1COCC1.C1(C)C=CC=CC=1.CC(O)=O>[CH:25]([C:15]1[C:4]2[O:3][C:2]([CH3:16])([CH3:1])[O:6][C:5]=2[CH:7]=[C:8]2[O:12][C:11]([CH3:14])([CH3:13])[O:10][C:9]=12)=[O:26]. Procedure details: 2,2,6,6-Tetramethylbenzo[1,2-d:4,5-d']bis(1,3)dioxole (20.0 g, 90 mmol (Example 5)) was dissolved in THF (300 mL) and cooled to -20° C. n-Butyl lithium (38.0 mL), 2.5M in toluene, 100 mmol) was added and the temperature was allowed to rise to 0° C. The mixture was recooled to -20° C. and DMF (6.9 mL, 90.0 mmol) was added. The reaction mixture was stirred over night while allowing the temperature to increase to room temperature. Water (200 mL) and AcOH (5 mL) was added. The color changed from lig...